From a dataset of the Open Reaction Database (ORD), a public repository of structured organic reaction records. describe an organic reaction: reactants, conditions, products, and yield Reactants: [Al+3], COc1ccc(C(=O)c2ccc(Br)c(C)c2)cc1, [Cl-], [Cl-], [Cl-], O, c1ccccc1. Yields the product Cc1cc(C(=O)c2ccc(O)cc2)ccc1Br. As a reaction SMILES: [Al+3:20].[Br:1][c:2]1[c:3]([CH3:18])[cH:4][c:5]([C:8](=[O:9])[c:10]2[cH:11][cH:12][c:13]([O:16][CH3:17])[cH:14][cH:15]2)[cH:6][cH:7]1.[Cl-:19].[Cl-:21].[Cl-:22].[OH2:23].[cH:24]1[cH:25][cH:26][cH:27][cH:28][cH:29]1>>[Br:1][c:2]1[c:3]([CH3:18])[cH:4][c:5]([C:8](=[O:9])[c:10]2[cH:11][cH:12][c:13]([OH:16])[cH:14][cH:15]2)[cH:6][cH:7]1. Reactants: Ice water, C(C1=CC=CC=C1)O[C@H]1C(OC)O[C@@H]([C@H]([C@@H]1OCC1=CC=CC=C1)OCC1=CC=CC=C1)CO (Methyl 2,3,4-tri-O-benzyl-D-glucopyranoside), N(=[N+]=[N-])C1=C(C=C(CBr)C=C1)Cl (4-azido-3-chlorobenzyl bromide), [H-].[Na+] (sodium hydride). The solvent is CN(C)C=O (DMF). Run at time 15 minute. The product is N(=[N+]=[N-])C1=C(C=C(COC[C@@H]2[C@H]([C@@H]([C@H](C(OC)O2)OCC2=CC=CC=C2)OCC2=CC=CC=C2)OCC2=CC=CC=C2)C=C1)Cl (methyl 6-O-(4-azido-3-chlorobenzyl)-2,3,4-tri-O-benzyl-D-glucopyranoside). Yield: 93.9%. As a reaction SMILES: [CH2:1]([O:8][C@@H:9]1[C@@H:16]([O:17][CH2:18][C:19]2[CH:24]=[CH:23][CH:22]=[CH:21][CH:20]=2)[C@H:15]([O:25][CH2:26][C:27]2[CH:32]=[CH:31][CH:30]=[CH:29][CH:28]=2)[C@@H:14]([CH2:33][OH:34])[O:13][CH:10]1[O:11][CH3:12])[C:2]1[CH:7]=[CH:6][CH:5]=[CH:4][CH:3]=1.[H-].[Na+].[N:37]([C:40]1[CH:47]=[CH:46][C:43]([CH2:44]Br)=[CH:42][C:41]=1[Cl:48])=[N+:38]=[N-:39]>CN(C=O)C>[N:37]([C:40]1[CH:47]=[CH:46][C:43]([CH2:44][O:34][CH2:33][C@H:14]2[O:13][CH:10]([O:11][CH3:12])[C@H:9]([O:8][CH2:1][C:2]3[CH:7]=[CH:6][CH:5]=[CH:4][CH:3]=3)[C@@H:16]([O:17][CH2:18][C:19]3[CH:20]=[CH:21][CH:22]=[CH:23][CH:24]=3)[C@@H:15]2[O:25][CH2:26][C:27]2[CH:28]=[CH:29][CH:30]=[CH:31][CH:32]=2)=[CH:42][C:41]=1[Cl:48])=[N+:38]=[N-:39] |f:1.2|. Reported procedure: Methyl 2,3,4-tri-O-benzyl-D-glucopyranoside (1.16 g, 2.5 mmol) was dissolved in DMF (10 ml) and thereto was added sodium hydride (60% in oil, 120 mg, 3.00 mmol) at 0° C., followed by stirring for 15 min. Then 4-azido-3-chlorobenzyl bromide (740 mg, 3.00 mmol) was added portionwise. The resulting mixture was stirred at 0° C. for 30 min and at room temperature for 3 hr. Ice-water was added and the mixture was extracted with ethyl acetate. The solvent was evaporated under reduced pressure and the r... Starting materials: [BH4-], CCOC(C)=O, CO, CC(C)(C)OC(=O)NCc1cccc(C(=O)c2cc(Cl)ccc2N)c1, [Na+]. Yields the product CC(C)(C)OC(=O)NCc1cccc(C(O)c2cc(Cl)ccc2N)c1. As a reaction SMILES: [BH4-:26].[CH2:28]([O:29][C:30](=[O:31])[CH3:32])[CH3:33].[CH3:34][OH:35].[NH2:1][c:2]1[c:3]([C:4](=[O:5])[c:6]2[cH:7][c:8]([CH2:12][NH:13][C:14](=[O:15])[O:16][C:17]([CH3:18])([CH3:19])[CH3:20])[cH:9][cH:10][cH:11]2)[cH:21][c:22]([Cl:25])[cH:23][cH:24]1.[Na+:27]>>[NH2:1][c:2]1[c:3]([CH:4]([OH:5])[c:6]2[cH:7][c:8]([CH2:12][NH:13][C:14](=[O:15])[O:16][C:17]([CH3:18])([CH3:19])[CH3:20])[cH:9][cH:10][cH:11]2)[cH:21][c:22]([Cl:25])[cH:23][cH:24]1. Solvent: C1(=CC=CC=C1)C (toluene), C1CCOC1 (THF), C1CCOC1 (THF), C1CCOC1 (THF), C1CCOC1 (THF), C1(=CC=CC=C1)C (toluene), [NH4+].[Cl-] (NH4Cl). Yields the product BrC=1C=C(C=NC1)C1(CCN(CC1)C(=O)OC(C)(C)C)O (tert-butyl 4-(5-bromopyridin-3-yl)-4-hydroxypiperidine-1-carboxylate). Starting materials: [Li]CCCC (n-BuLi), hexanes, O=C1CCN(CC1)C(=O)OC(C)(C)C (tert-butyl 4-oxopiperidine-1-carboxylate), C(CCC)[Mg]Cl (n-Butylmagnesium chloride), BrC=1C=NC=C(C1)Br (3,5-dibromopyridine). RXN SMILES: C([Mg]Cl)CCC.[Li]CCCC.Br[C:13]1[CH:14]=[N:15][CH:16]=[C:17]([Br:19])[CH:18]=1.[O:20]=[C:21]1[CH2:26][CH2:25][N:24]([C:27]([O:29][C:30]([CH3:33])([CH3:32])[CH3:31])=[O:28])[CH2:23][CH2:22]1>C1COCC1.[NH4+].[Cl-].C1(C)C=CC=CC=1>[Br:19][C:17]1[CH:18]=[C:13]([C:21]2([OH:20])[CH2:22][CH2:23][N:24]([C:27]([O:29][C:30]([CH3:32])([CH3:31])[CH3:33])=[O:28])[CH2:25][CH2:26]2)[CH:14]=[N:15][CH:16]=1 |f:5.6|. Reaction conditions: temperature -10 celsius, time 1 hour. Procedure: Literature procedure was used to for the selective monosubstitution of dibromoarenes, see: Iida, T.; Wada, T.; Tomimoto, K.; Mase, T. Tetrahedron Lett. 2001, 42, 4841-4844. n-Butylmagnesium chloride in THF (2 M, 0.739 mL, 1.48 mmol) was added to a solution of 1:1 THF:toluene (4.22 mL) and n-BuLi in hexanes (1.6M, 1.85 mL, 2.95 mmol) at −10° C. and stirred for 30 minutes. A solution of 3,5-dibromopyridine (1.00 g, 4.22 mmol) in 1:1 THF:toluene (4.22 mL) was added dropwise over 30 minutes to the r... Reactants: CCO, [H][H], Cc1cccc2nc(Cn3cnc4c(N)ncnc43)n(-c3ccccc3OCc3ccccc3)c(=O)c12, [OH-], [OH-], [Pd+2]. Product: Cc1cccc2nc(Cn3cnc4c(N)ncnc43)n(-c3ccccc3O)c(=O)c12. As a reaction SMILES: [CH3:40][CH2:41][OH:42].[H:38][H:39].[NH2:1][c:2]1[c:3]2[n:4][cH:5][n:6]([CH2:11][c:12]3[n:13][c:14]4[cH:15][cH:16][cH:17][c:18]([CH3:37])[c:19]4[c:20](=[O:36])[n:21]3-[c:22]3[c:23]([O:28][CH2:29][c:30]4[cH:31][cH:32][cH:33][cH:34][cH:35]4)[cH:24][cH:25][cH:26][cH:27]3)[c:7]2[n:8][cH:9][n:10]1.[OH-:43].[OH-:44].[Pd+2:45]>>[NH2:1][c:2]1[c:3]2[n:4][cH:5][n:6]([CH2:11][c:12]3[n:13][c:14]4[cH:15][cH:16][cH:17][c:18]([CH3:37])[c:19]4[c:20](=[O:36])[n:21]3-[c:22]3[c:23]([OH:28])[cH:24][cH:25][cH:26][cH:27]3)[c:7]2[n:8][cH:9][n:10]1. The reactants are C(C)(C)(C)OC(=O)NOCC1=CC=CC=C1 (N--t-Butoxycarbonyl-O-benzylhydroxylamine), [H-].[Na+] (sodium hydride), ICCCC (1-iodobutane). Solvent: C1CCOC1 (THF). Reaction conditions: time 30 minute. Yields the product C(C)(C)(C)OC(=O)N(OCC1=CC=CC=C1)CCCC (N--t-Butoxycarbonyl-N-butyl-O-benzylhydroxylamine). Reaction SMILES: [C:1]([O:5][C:6]([NH:8][O:9][CH2:10][C:11]1[CH:16]=[CH:15][CH:14]=[CH:13][CH:12]=1)=[O:7])([CH3:4])([CH3:3])[CH3:2].[H-].[Na+].I[CH2:20][CH2:21][CH2:22][CH3:23]>C1COCC1>[C:1]([O:5][C:6]([N:8]([CH2:20][CH2:21][CH2:22][CH3:23])[O:9][CH2:10][C:11]1[CH:16]=[CH:15][CH:14]=[CH:13][CH:12]=1)=[O:7])([CH3:4])([CH3:2])[CH3:3] |f:1.2|. Procedure: To a stirred solution at 0° C. of N--t-Butoxycarbonyl-O-benzylhydroxylamine, prepared as in Example 1175A, in anhydrous THF was added portionwise a 60% dispersion of sodium hydride (1.2 equiv.) in mineral oil. Mixture stirred 30 minutes ar 0° C., and then, 1-iodobutane (1.2 equiv.) was added dropwise. Reaction stirred one hour at 0° C., and than, overnight at room temperature. Reaction concentrated in vacuo. Residue taken up in EtOAc and washed with water, 1.0M NaHCO3, 1N H3PO4, and brine. Organ...